From a dataset of the Open Reaction Database (ORD), a public repository of structured organic reaction records. describe an organic reaction: reactants, conditions, products, and yield The reactants are NC=1C=C(C(=O)O)C=CC1Cl (3-amino-4-chlorobenzoic acid), C(C)(C)N(CC)C(C)C (diisopropylethylamine), ClC1=C(C(=O)N=C=O)C=CC=C1 (2-chlorobenzoyl isocyanate). Run in ClCCl (dichloromethane). Product: ClC1=C(C=C(C(=O)O)C=C1)NC(=O)NC(C1=C(C=CC=C1)Cl)=O (4-Chloro-3-[3-(2-chlorobenzoyl)ureido]benzoic acid). Reaction SMILES: [NH2:1][C:2]1[CH:3]=[C:4]([CH:8]=[CH:9][C:10]=1[Cl:11])[C:5]([OH:7])=[O:6].C(N(C(C)C)CC)(C)C.[Cl:21][C:22]1[CH:32]=[CH:31][CH:30]=[CH:29][C:23]=1[C:24]([N:26]=[C:27]=[O:28])=[O:25]>ClCCl>[Cl:11][C:10]1[CH:9]=[CH:8][C:4]([C:5]([OH:7])=[O:6])=[CH:3][C:2]=1[NH:1][C:27]([NH:26][C:24](=[O:25])[C:23]1[CH:29]=[CH:30][CH:31]=[CH:32][C:22]=1[Cl:21])=[O:28]. Procedure details: 1 g (5.8 mmol) of 3-amino-4-chlorobenzoic acid were mixed with 0.75 g (5.8 mmol) of diisopropylethylamine and 1.06 g (5.8 mmol) of 2-chlorobenzoyl isocyanate in 5 ml of dichloromethane and reacted at room temperature for 12 hours. The solvent was evaporated, the residue was mixed with 5% strength sodium bicarbonate solution and extracted twice with diethyl ether, and the aqueous phase was adjusted to pH 3 with HCl. The resulting precipitate was filtered off with suction. The reactants are CC#N, Clc1ccc2c(N3CCNCC3)n[nH]c2c1, COc1cc(C(C)=O)ccc1OCCCCl, [K+], [K+], O=C([O-])[O-]. The product is COc1cc(C(C)=O)ccc1OCCCN1CCN(c2n[nH]c3cc(Cl)ccc23)CC1. RXN SMILES: [CH3:39][C:40]#[N:41].[Cl:1][c:2]1[cH:3][cH:4][c:5]2[c:6]([N:11]3[CH2:12][CH2:13][NH:14][CH2:15][CH2:16]3)[n:7][nH:8][c:9]2[cH:10]1.[Cl:23][CH2:24][CH2:25][CH2:26][O:27][c:28]1[c:29]([O:37][CH3:38])[cH:30][c:31]([C:34]([CH3:35])=[O:36])[cH:32][cH:33]1.[K+:17].[K+:18].[O-:19][C:20]([O-:21])=[O:22]>>[Cl:1][c:2]1[cH:3][cH:4][c:5]2[c:6]([N:11]3[CH2:12][CH2:13][N:14]([CH2:24][CH2:25][CH2:26][O:27][c:28]4[c:29]([O:37][CH3:38])[cH:30][c:31]([C:34]([CH3:35])=[O:36])[cH:32][cH:33]4)[CH2:15][CH2:16]3)[n:7][nH:8][c:9]2[cH:10]1. Starting materials: C1CCOC1, COC(=O)c1ccc(C(C)(c2ccc(OCc3ccccn3)cn2)C(C)C)cc1, Cc1ccccc1. Yields the product C=C(OC)c1ccc(C(C)(c2ccc(OCc3ccccn3)cn2)C(C)C)cc1. RXN SMILES: [CH2:37]1[O:38][CH2:39][CH2:40][CH2:41]1.[CH3:1][C:2]([CH:3]([CH3:4])[CH3:5])([c:6]1[n:7][cH:8][c:9]([O:12][CH2:13][c:14]2[n:15][cH:16][cH:17][cH:18][cH:19]2)[cH:10][cH:11]1)[c:20]1[cH:21][cH:22][c:23]([C:24](=[O:25])[O:26][CH3:27])[cH:28][cH:29]1.[CH3:30][c:31]1[cH:32][cH:33][cH:34][cH:35][cH:36]1>>[CH3:1][C:2]([CH:3]([CH3:4])[CH3:5])([c:6]1[n:7][cH:8][c:9]([O:12][CH2:13][c:14]2[n:15][cH:16][cH:17][cH:18][cH:19]2)[cH:10][cH:11]1)[c:20]1[cH:21][cH:22][c:23]([C:24]([O:26][CH3:27])=[CH2:30])[cH:28][cH:29]1. Starting materials: CC(=O)O, O, CCCc1nc(C(C)(C)O)c(C(=O)OCc2oc(=O)oc2C)n1Cc1ccc(-c2ccccc2-c2nnnn2C(c2ccccc2)(c2ccccc2)c2ccccc2)cc1. Yields the product CCCc1nc(C(C)(C)O)c(C(=O)OCc2oc(=O)oc2C)n1Cc1ccc(-c2ccccc2-c2nnn[nH]2)cc1. RXN SMILES: [CH3:62][C:63](=[O:64])[OH:65].[OH2:1].[OH:2][C:3]([CH3:4])([CH3:5])[c:6]1[n:7][c:8]([CH2:59][CH2:60][CH3:61])[n:9]([CH2:22][c:23]2[cH:24][cH:25][c:26](-[c:29]3[c:30](-[c:35]4[n:36][n:37][n:38][n:39]4[C:40]([c:41]4[cH:42][cH:43][cH:44][cH:45][cH:46]4)([c:47]4[cH:48][cH:49][cH:50][cH:51][cH:52]4)[c:53]4[cH:54][cH:55][cH:56][cH:57][cH:58]4)[cH:31][cH:32][cH:33][cH:34]3)[cH:27][cH:28]2)[c:10]1[C:11](=[O:12])[O:13][CH2:14][c:15]1[o:16][c:17](=[O:21])[o:18][c:19]1[CH3:20]>>[OH:2][C:3]([CH3:4])([CH3:5])[c:6]1[n:7][c:8]([CH2:59][CH2:60][CH3:61])[n:9]([CH2:22][c:23]2[cH:24][cH:25][c:26](-[c:29]3[c:30](-[c:35]4[n:36][n:37][n:38][nH:39]4)[cH:31][cH:32][cH:33][cH:34]3)[cH:27][cH:28]2)[c:10]1[C:11](=[O:12])[O:13][CH2:14][c:15]1[o:16][c:17](=[O:21])[o:18][c:19]1[CH3:20].